From a dataset of the Open Reaction Database (ORD), a public repository of structured organic reaction records. describe an organic reaction: reactants, conditions, products, and yield The reactants are BrC=1C=C(C(=O)NC=2SC3=C(N2)C(=CC=C3N3CCOCC3)OC)C=CN1 (2-bromo-N-(4-methoxy-7-morpholin-4-yl-benzothiazol-2-yl)-isonicotinamide), [H-].[Na+] (sodium hydride), CC(CO)C (2-methyl-propanol). The solvent is O1CCOCC1 (dioxane), CN(C)C=O (DMF). Yields the product C(C(C)C)OC=1C=C(C(=O)NC=2SC3=C(N2)C(=CC=C3N3CCOCC3)OC)C=CN1 (2-Isobutoxy-N-(4-methoxy-7-morpholin-4-yl-benzothiazol-2-yl)-isonicotinamide). RXN SMILES: Br[C:2]1[CH:3]=[C:4]([CH:25]=[CH:26][N:27]=1)[C:5]([NH:7][C:8]1[S:9][C:10]2[C:16]([N:17]3[CH2:22][CH2:21][O:20][CH2:19][CH2:18]3)=[CH:15][CH:14]=[C:13]([O:23][CH3:24])[C:11]=2[N:12]=1)=[O:6].[H-].[Na+].[CH3:30][CH:31]([CH3:34])[CH2:32][OH:33]>O1CCOCC1.CN(C=O)C>[CH2:32]([O:33][C:2]1[CH:3]=[C:4]([CH:25]=[CH:26][N:27]=1)[C:5]([NH:7][C:8]1[S:9][C:10]2[C:16]([N:17]3[CH2:22][CH2:21][O:20][CH2:19][CH2:18]3)=[CH:15][CH:14]=[C:13]([O:23][CH3:24])[C:11]=2[N:12]=1)=[O:6])[CH:31]([CH3:34])[CH3:30] |f:1.2|. Procedure: From 2-bromo-N-(4-methoxy-7-morpholin-4-yl-benzothiazol-2-yl)-isonicotinamide with sodium hydride and 2-methyl-propanol in dioxane and DMF. ES-MS m/e (%): 443 (M+H+, 100). Starting materials: CC(C)(C)OC(=O)NC(C#N)Cc1ccc(-c2ccc(C#N)c(F)c2)cc1, O=CO. Product: N#Cc1ccc(-c2ccc(CC(N)C#N)cc2)cc1F. Reaction SMILES: [C:1](#[N:2])[CH:3]([CH2:4][c:5]1[cH:6][cH:7][c:8](-[c:11]2[cH:12][c:13]([F:19])[c:14]([C:17]#[N:18])[cH:15][cH:16]2)[cH:9][cH:10]1)[NH:20][C:21](=[O:22])[O:23][C:24]([CH3:25])([CH3:26])[CH3:27].[CH:28]([OH:29])=[O:30]>>[C:1](#[N:2])[CH:3]([CH2:4][c:5]1[cH:6][cH:7][c:8](-[c:11]2[cH:12][c:13]([F:19])[c:14]([C:17]#[N:18])[cH:15][cH:16]2)[cH:9][cH:10]1)[NH2:20]. The reactants are C(C1=CC=CC=C1)N1CCC(CC1)(O)CC1=NC(=CC=C1)Br (1-benzyl-4-((6-bromopyridin-2-yl)methyl)piperidin-4-ol), C[Si](CCOCN1N=C(C=C1)N)(C)C (1((2-(trimethylsilyl)ethoxy)methyl)-1H-pyrazol-3-amine), CC1(C2=CC=CC(=C2OC=2C(=CC=CC12)P(C1=CC=CC=C1)C1=CC=CC=C1)P(C1=CC=CC=C1)C1=CC=CC=C1)C (9,9-dimethyl-4,5-bis(diphenylphosphino)xanthene), P(=O)([O-])([O-])[O-].[K+].[K+].[K+] (potassium phosphate). The solvent is O1CCOCC1 (1,4-dioxane), C(Cl)(Cl)Cl (chloroform). Conditions: temperature 100 celsius, time 8 hour. Product: C(C1=CC=CC=C1)N1CCC(CC1)(O)CC1=NC(=CC=C1)NC1=NN(C=C1)COCC[Si](C)(C)C (1-benzyl-4-((6-((1-((2-(trimethylsilyl)ethoxy)methyl)-1H-pyrazol-3-yl)amino)pyridin-2-yl)methyl)piperidin-4-ol). RXN SMILES: [CH2:1]([N:8]1[CH2:13][CH2:12][C:11]([CH2:15][C:16]2[CH:21]=[CH:20][CH:19]=[C:18](Br)[N:17]=2)([OH:14])[CH2:10][CH2:9]1)[C:2]1[CH:7]=[CH:6][CH:5]=[CH:4][CH:3]=1.[CH3:23][Si:24]([CH3:36])([CH3:35])[CH2:25][CH2:26][O:27][CH2:28][N:29]1[CH:33]=[CH:32][C:31]([NH2:34])=[N:30]1.CC1(C)C2C=CC=C(P(C3C=CC=CC=3)C3C=CC=CC=3)C=2OC2C1=CC=CC=2P(C1C=CC=CC=1)C1C=CC=CC=1.P([O-])([O-])([O-])=O.[K+].[K+].[K+]>C(Cl)(Cl)Cl.O1CCOCC1>[CH2:1]([N:8]1[CH2:13][CH2:12][C:11]([CH2:15][C:16]2[CH:21]=[CH:20][CH:19]=[C:18]([NH:34][C:31]3[CH:32]=[CH:33][N:29]([CH2:28][O:27][CH2:26][CH2:25][Si:24]([CH3:36])([CH3:35])[CH3:23])[N:30]=3)[N:17]=2)([OH:14])[CH2:10][CH2:9]1)[C:2]1[CH:7]=[CH:6][CH:5]=[CH:4][CH:3]=1 |f:3.4.5.6|. Procedure: A mixture of 469 mg of 1-benzyl-4-((6-bromopyridin-2-yl)methyl)piperidin-4-ol, 332 mg of 1((2-(trimethylsilyl)ethoxy)methyl)-1H-pyrazol-3-amine (WO2006/046734, page 132, Reference 2), 150 mg of 9,9-dimethyl-4,5-bis(diphenylphosphino)xanthene, 134 mg of tris(dibenzylideneacetone)dipalladium(0)-chloroform complex, 827 mg of potassium phosphate and 10 ml of 1,4-dioxane was stirred at 100° C. overnight, followed by cooling to room temperature. The reaction mixture was diluted with chloroform. An ins... The reactants are CC1(OB(OC1(C)C)C=1C=CC(=NC1)N1CCOCC1)C (4-(5-(4,4,5,5-tetramethyl-1,3,2-dioxaborolan-2-yl)pyridin-2-yl)morpholine), NC1=C(C(=O)OC)C=C(N=C1Br)Br (methyl 3-amino-2,6-dibromoisonicotinate), tetra(triphenylphospine)palladium(0), C(=O)([O-])[O-].[K+].[K+] (K2CO3). Reaction conditions: temperature 100 celsius. Yields the product NC=1C(=NC(=CC1C(=O)OC)Br)C=1C=NC(=CC1)N1CCOCC1 (methyl 3-amino-6-bromo-6′-morpholino-2,3′-bipyridine-4-carboxylate). Yield: 42.8%. As a reaction SMILES: CC1(C)C(C)(C)OB([C:9]2[CH:10]=[CH:11][C:12]([N:15]3[CH2:20][CH2:19][O:18][CH2:17][CH2:16]3)=[N:13][CH:14]=2)O1.[NH2:22][C:23]1[C:32](Br)=[N:31][C:30]([Br:34])=[CH:29][C:24]=1[C:25]([O:27][CH3:28])=[O:26].C([O-])([O-])=O.[K+].[K+]>>[NH2:22][C:23]1[C:32]([C:9]2[CH:14]=[N:13][C:12]([N:15]3[CH2:16][CH2:17][O:18][CH2:19][CH2:20]3)=[CH:11][CH:10]=2)=[N:31][C:30]([Br:34])=[CH:29][C:24]=1[C:25]([O:27][CH3:28])=[O:26] |f:2.3.4|. Reported procedure: A mixture of 4-(5-(4,4,5,5-tetramethyl-1,3,2-dioxaborolan-2-yl)pyridin-2-yl)morpholine (400 mg, 1.379 mmol), methyl 3-amino-2,6-dibromoisonicotinate (427 mg, 1.379 mmol), tetra(triphenylphospine)palladium(0) (159 mg, 0.138 mmol), K2CO3 (762 mg, 5.51 mmol) in a microwave vial was flushed with nitrogen and DMF (4.0 mL) was added. The vial was sealed heated at 100° C. overnight. The reaction was diluted with EtOAc and water to give a precipitate. This was collected by filtration, washed with water ... Reactants: O=C1NC(Cc2ccccc2)CN1C1CCN(Cc2ccccc2)CC1, CCO, Cl. The product is O=C1NC(Cc2ccccc2)CN1C1CCNCC1. As a reaction SMILES: [CH2:1]([c:2]1[cH:3][cH:4][cH:5][cH:6][cH:7]1)[CH:8]1[NH:9][C:10](=[O:26])[N:11]([CH:13]2[CH2:14][CH2:15][N:16]([CH2:19][c:20]3[cH:21][cH:22][cH:23][cH:24][cH:25]3)[CH2:17][CH2:18]2)[CH2:12]1.[CH3:27][CH2:28][OH:29].[ClH:30]>>[CH2:1]([c:2]1[cH:3][cH:4][cH:5][cH:6][cH:7]1)[CH:8]1[NH:9][C:10](=[O:26])[N:11]([CH:13]2[CH2:14][CH2:15][NH:16][CH2:17][CH2:18]2)[CH2:12]1.